This data is from the Open Reaction Database (ORD), a public repository of structured organic reaction records. The task is: describe an organic reaction: reactants, conditions, products, and yield Starting materials: Cl (hydrochloric acid), CC=1N(C2=C(N1)SC(=C2)C(=O)OCC)COCC[Si](C)(C)C (Ethyl 2-methyl-1-(2-(trimethylsilyl)ethoxymethyl)-1H-thieno[2,3-d]imidazol-5-carboxylate), C(O)([O-])=O.[Na+] (sodium hydrogencarbonate). As a reaction SMILES: [CH3:1][C:2]1[N:3](COCC[Si](C)(C)C)[C:4]2[CH:9]=[C:8]([C:10]([O:12][CH2:13][CH3:14])=[O:11])[S:7][C:5]=2[N:6]=1.Cl.C(=O)([O-])O.[Na+]>C(O)C>[CH3:1][C:2]1[NH:3][C:4]2[CH:9]=[C:8]([C:10]([O:12][CH2:13][CH3:14])=[O:11])[S:7][C:5]=2[N:6]=1 |f:2.3|. Procedure: Ethyl 2-methyl-1-(2-(trimethylsilyl)ethoxymethyl)-1H-thieno[2,3-d]imidazol-5-carboxylate (745 mg) was dissolved in ethanol (10 ml) and 6N hydrochloric acid (10 ml) was added, which was followed by reflux under heating for 1 hr. A saturated aqueous sodium hydrogencarbonate solution was added under ice-cooling until the solution became weak alkaline, and the mixture was extracted with ethyl acetate. The organic layer was washed with a saturated aqueous sodium hydrogencarbonate solution and brine, ... The product is CC=1NC2=C(N1)SC(=C2)C(=O)OCC (Ethyl 2-methylthieno[2,3-d]imidazol-5-carboxylate). Solvent: C(C)O (ethanol). Yield: 80.4%. Starting materials: C([O-])([O-])=O.[Na+].[Na+] (sodium carbonate), NC1=C(C(C2=CC=CC=C2)=NCCO)C=C(C=C1)Br (2-(2-amino-5-bromo-α-phenylbenzylideneamino)ethanol), ClC(C(=O)NCC(=O)O)(Cl)Cl (trichloroacetylglycine), C1(CCCCC1)N=C=NC1CCCCC1 (N,N'-dicyclohexylcarbodiimide). The solvent is O (water), CO (methanol), O1CCCC1 (tetrahydrofuran), ClCCl (dichloromethane). Run at time 3 hour. Yields the product NCC(=O)NC1=C(C(C2=CC=CC=C2)=NCCO)C=C(C=C1)Br (2-[(2-Aminoacetamido-5-bromo-α-phenylbenzylidene)amino]ethanol). As a reaction SMILES: [NH2:1][C:2]1[CH:18]=[CH:17][C:16]([Br:19])=[CH:15][C:3]=1[C:4](=[N:11][CH2:12][CH2:13][OH:14])[C:5]1[CH:10]=[CH:9][CH:8]=[CH:7][CH:6]=1.ClC(Cl)(Cl)C([NH:24][CH2:25][C:26](O)=[O:27])=O.C1(N=C=NC2CCCCC2)CCCCC1.C(=O)([O-])[O-].[Na+].[Na+]>ClCCl.CO.O1CCCC1.O>[NH2:24][CH2:25][C:26]([NH:1][C:2]1[CH:18]=[CH:17][C:16]([Br:19])=[CH:15][C:3]=1[C:4](=[N:11][CH2:12][CH2:13][OH:14])[C:5]1[CH:6]=[CH:7][CH:8]=[CH:9][CH:10]=1)=[O:27] |f:3.4.5|. Procedure details: To a solution of 3.2g of 2-(2-amino-5-bromo-α-phenylbenzylideneamino)ethanol and 2.6g of trichloroacetylglycine in 50ml of dichloromethane is added 2.5g of N,N'-dicyclohexylcarbodiimide at 0° C., the temperature of the mixture is then raised gradually to room temperature and stirring is continued for 3 hours. After completion of the reaction, the precipitates formed in the reaction mixture is removed by filtration, and the solvent is evaporated from the filtrate to give 4.3g of a crystalline sub... Conditions: time 2 hour. Reactants: C(C)O (ethanol), COC=1C=C2C(=CC=NC2=CC1OC)OC1=CC=C(N)C=C1 (4-[(6,7-Dimethoxy-4-quinolyl)oxy]aniline), ClC=1C=C(C=CC1)C(=O)N=C=S (3-chloro-1-benzenecarbonyl isothiocyanate). As a reaction SMILES: [CH3:1][O:2][C:3]1[CH:4]=[C:5]2[C:10](=[CH:11][C:12]=1[O:13][CH3:14])[N:9]=[CH:8][CH:7]=[C:6]2[O:15][C:16]1[CH:22]=[CH:21][C:19]([NH2:20])=[CH:18][CH:17]=1.C(O)C.[Cl:26][C:27]1[CH:28]=[C:29]([C:33]([N:35]=[C:36]=[S:37])=[O:34])[CH:30]=[CH:31][CH:32]=1>C1(C)C=CC=CC=1>[Cl:26][C:27]1[CH:28]=[C:29]([CH:30]=[CH:31][CH:32]=1)[C:33]([NH:35][C:36]([NH:20][C:19]1[CH:21]=[CH:22][C:16]([O:15][C:6]2[C:5]3[C:10](=[CH:11][C:12]([O:13][CH3:14])=[C:3]([O:2][CH3:1])[CH:4]=3)[N:9]=[CH:8][CH:7]=2)=[CH:17][CH:18]=1)=[S:37])=[O:34]. Procedure details: 4-[(6,7-Dimethoxy-4-quinolyl)oxy]aniline (50 mg) was dissolved in toluene (5 ml) and ethanol (1 ml) to prepare a solution. Commercially available 3-chloro-1-benzenecarbonyl isothiocyanate (50 μl) was then added to the solution, and the mixture was stirred at room temperature for 2 hr. The reaction solution was concentrated, and the residue was purified by chromatography on silica gel using chloroform/acetone for development to give the title compound (77 mg, yield 93%). The yield is 93.0%. Run in C1(=CC=CC=C1)C (toluene). The product is ClC=1C=C(C(=O)NC(=S)NC2=CC=C(C=C2)OC2=CC=NC3=CC(=C(C=C23)OC)OC)C=CC1 (N-(3-Chlorobenzoyl)-N′-{4-[(6,7-dimethoxy-4-quinolyl)oxy]phenyl}thiourea).